From a dataset of the Open Reaction Database (ORD), a public repository of structured organic reaction records. describe an organic reaction: reactants, conditions, products, and yield Starting materials: C1CCNCC1, Cc1cccc2c1CC(=O)N2, CCO, O=Cc1cc2ccccc2[nH]1. Yields the product Cc1cccc2c1C(=Cc1cc3ccccc3[nH]1)C(=O)N2. Reaction SMILES: [CH2:23]1[CH2:24][CH2:25][NH:26][CH2:27][CH2:28]1.[CH3:1][c:2]1[c:3]2[c:7]([cH:8][cH:9][cH:10]1)[NH:6][C:5](=[O:11])[CH2:4]2.[CH3:29][CH2:30][OH:31].[nH:12]1[c:13]([CH:21]=[O:22])[cH:14][c:15]2[cH:16][cH:17][cH:18][cH:19][c:20]12>>[CH3:1][c:2]1[c:3]2[c:7]([cH:8][cH:9][cH:10]1)[NH:6][C:5](=[O:11])[C:4]2=[CH:21][c:13]1[nH:12][c:20]2[c:15]([cH:14]1)[cH:16][cH:17][cH:18][cH:19]2.